Dataset: the Open Reaction Database (ORD), a public repository of structured organic reaction records. Task: describe an organic reaction: reactants, conditions, products, and yield Starting materials: C(C1=CC=CC=C1)(=O)S[C@H]1C[C@H](N(C1)C(=O)OCC1=CC=C(C=C1)[N+](=O)[O-])CSC(F)F ((2S,4S)-4-benzoylthio-2-(difluoromethyl)thiomethyl-1-(4-nitrobenzyloxycarbonyl)pyrrolidine), C(C)(=O)O (acetic acid), C[O-].[Na+].CO (sodium methoxide methanol). The solvent is CO (methanol), O1CCCC1 (tetrahydrofuran). Run at time 30 minute. Yields the product FC(SC[C@H]1N(C[C@H](C1)S)C(=O)OCC1=CC=C(C=C1)[N+](=O)[O-])F ((2S,4S)-2-(difluoromethyl)thiomethyl-4-mercapto-1-(4-nitrobenzyloxycarbonyl)pyrrolidine). Yield: 74.0%. RXN SMILES: C([S:9][C@@H:10]1[CH2:14][N:13]([C:15]([O:17][CH2:18][C:19]2[CH:24]=[CH:23][C:22]([N+:25]([O-:27])=[O:26])=[CH:21][CH:20]=2)=[O:16])[C@H:12]([CH2:28][S:29][CH:30]([F:32])[F:31])[CH2:11]1)(=O)C1C=CC=CC=1.C[O-].[Na+].CO.C(O)(=O)C>CO.O1CCCC1>[F:32][CH:30]([F:31])[S:29][CH2:28][C@@H:12]1[CH2:11][C@H:10]([SH:9])[CH2:14][N:13]1[C:15]([O:17][CH2:18][C:19]1[CH:24]=[CH:23][C:22]([N+:25]([O-:27])=[O:26])=[CH:21][CH:20]=1)=[O:16] |f:1.2.3|. Procedure details: To a solution of (2S,4S)-4-benzoylthio-2-(difluoromethyl)thiomethyl-1-(4-nitrobenzyloxycarbonyl)pyrrolidine (1.0 g) in a mixture of methanol (10 ml) and tetrahydrofuran (10 ml) was added 28% sodium methoxide-methanol solution (0.52 ml) under an atmosphere of nitrogen at 2°-5° C. The mixture was stirred at the same temperature for 30 minutes. To the reaction mixture was added glacial acetic acid (1 ml) and the mixture was concentrated under reduced pressure. The resulting residue was dissolved in...